From a dataset of the Open Reaction Database (ORD), a public repository of structured organic reaction records. describe an organic reaction: reactants, conditions, products, and yield The reactants are O=C([O-])[O-], O=Cc1cccc(OCc2ccccc2)c1O, CN(C)C=O, BrCC1CC1, [Cl-], [Cs+], [Cs+], [NH4+]. The product is O=Cc1cccc(OCc2ccccc2)c1OCC1CC1. RXN SMILES: [C:18](=[O:19])([O-:20])[O-:21].[CH2:1]([c:2]1[cH:3][cH:4][cH:5][cH:6][cH:7]1)[O:8][c:9]1[c:10]([OH:17])[c:11]([CH:12]=[O:13])[cH:14][cH:15][cH:16]1.[CH3:31][N:32]([CH3:33])[CH:34]=[O:35].[CH:24]1([CH2:27][Br:28])[CH2:25][CH2:26]1.[Cl-:29].[Cs+:22].[Cs+:23].[NH4+:30]>>[CH2:1]([c:2]1[cH:3][cH:4][cH:5][cH:6][cH:7]1)[O:8][c:9]1[c:10]([O:17][CH2:27][CH:24]2[CH2:25][CH2:26]2)[c:11]([CH:12]=[O:13])[cH:14][cH:15][cH:16]1. Starting materials: CCC1C(=O)C(=CO1)CO (2(or 5)-Ethyl-4-hydroxy-5(or 2)-methyl-3(2H)-furanone), N1=CC=CC=C1 (pyridine), Cl (HCl), C(CCC)(=O)OC(CCC)=O (butyric anhydride), ice. Reagents/catalysts: CN(C1=CC=NC=C1)C (4-dimethylaminopyridine). Solvent: C(Cl)Cl (methylene chloride). Run at time 12 hour. Product: C(CCC)(=O)OC=1C(C(OC1C)CC)=O (4-butyryloxy-2-ethyl-5-methyl-3(2H)-furanone). As a reaction SMILES: [CH3:1][CH2:2][CH:3]1[O:8][CH:7]=[C:6](CO)[C:4]1=[O:5].[C:11]([O:16]C(=O)CCC)(=[O:15])[CH2:12][CH2:13][CH3:14].Cl.N1C=CC=C[CH:24]=1>CN(C)C1C=CN=CC=1.C(Cl)Cl>[C:11]([O:16][C:6]1[C:4](=[O:5])[CH:3]([CH2:2][CH3:1])[O:8][C:7]=1[CH3:24])(=[O:15])[CH2:12][CH2:13][CH3:14]. Procedure: 2(or 5)-Ethyl-4-hydroxy-5(or 2)-methyl-3(2H)-furanone (1.0 g) and 4-dimethylaminopyridine (0.05 g) were dissolved in a mixture solution of pyridine (10 ml) and methylene chloride (10 ml) under an argon stream in a 50 ml two-necked flask. To the resulting solution, butyric anhydride (1.26 ml) was added dropwise under cooling with ice and the mixture was stirred at room temperature for 12 hours. The reaction mixture solution was mixed with a 0.5N ice-cooled aqueous solution of HCl (10 ml) and subj...